This data is from the Open Reaction Database (ORD), a public repository of structured organic reaction records. The task is: describe an organic reaction: reactants, conditions, products, and yield Starting materials: solution, [C-]#N.C(C)[Al+]CC (diethylaluminum cyanide), C(C)C1C(C(C1)C(C(C)=O)=C)(C)C (3-(3-Ethyl-2,2-dimethyl-cyclobutyl)-but-3-en-2-one), aqueous solution, C(=O)([O-])C(O)C(O)C(=O)[O-].[Na+].[K+] (potassium sodium tartrate). The solvent is C1(=CC=CC=C1)C (toluene), C1=CC=CC=C1 (benzene). Conditions: time 30 minute. The product is C(C)(=O)C1C2C(C(CC1C#N)C2)(C)C (2-Acetyl-6,6-dimethyl-bicyclo[3.1.1]heptane-3-carbonitrile). Reaction SMILES: [CH2:1]([CH:3]1[CH2:6][CH:5]([C:7](=[CH2:11])[C:8](=[O:10])[CH3:9])[C:4]1([CH3:13])[CH3:12])C.[C-:14]#[N:15].C([Al+]CC)C.C(C(C(C([O-])=O)O)O)([O-])=O.[Na+].[K+]>C1C=CC=CC=1.C1(C)C=CC=CC=1>[C:8]([CH:7]1[CH:11]([C:14]#[N:15])[CH2:1][CH:3]2[CH2:6][CH:5]1[C:4]2([CH3:12])[CH3:13])(=[O:10])[CH3:9] |f:1.2,3.4.5|. Procedure details: 3-(3-Ethyl-2,2-dimethyl-cyclobutyl)-but-3-en-2-one (568 mg, 3.46 mmol) was dissolved in benzene (20 ml) under an atmosphere of dry N2. To the solution was added a 1.0 M solution of diethylaluminum cyanide (5.0 ml) in toluene. After stirring at ambient temperature for 30 minutes, a 10% aqueous solution of potassium sodium tartrate (20 ml) was added to the reaction. After stirring at ambient temperature for 30 minutes, the reaction was partitioned between CH2Cl2 and 0.1 N aqueous sodium hydroxide ... Reactants: CN(C)C=O, Nc1ccc(C=O)cc1, O=S(=O)(O)O. Yields the product O=Cc1ccc(O)cc1. As a reaction SMILES: [CH3:15][N:16]([CH3:17])[CH:18]=[O:19].[NH2:1][c:2]1[cH:3][cH:4][c:5]([CH:6]=[O:7])[cH:8][cH:9]1.[S:10]([OH:11])(=[O:12])(=[O:13])[OH:14]>>[c:2]1([OH:11])[cH:3][cH:4][c:5]([CH:6]=[O:7])[cH:8][cH:9]1.